From a dataset of the Open Reaction Database (ORD), a public repository of structured organic reaction records. describe an organic reaction: reactants, conditions, products, and yield Reactants: [Al+3], CC(Br)C(=O)Br, [Cl-], [Cl-], [Cl-], COc1cccc(Cl)c1, Cl. RXN SMILES: [Al+3:2].[Br:5][CH:6]([C:7](=[O:8])[Br:9])[CH3:10].[Cl-:1].[Cl-:3].[Cl-:4].[Cl:11][c:12]1[cH:13][c:14]([O:18][CH3:19])[cH:15][cH:16][cH:17]1.[ClH:20]>>[Br:5][CH:6]([C:7](=[O:8])[c:17]1[c:12]([Cl:11])[cH:13][c:14]([O:18][CH3:19])[cH:15][cH:16]1)[CH3:10]. The product is COc1ccc(C(=O)C(C)Br)c(Cl)c1. The reactants are [N+](=O)([O-])C1=C2C=COC(C2=CC=C1)=O (5-Nitro-isochromen-1-one), FC1=CC=C(C=C1)CN (4-fluoro-benzene methanamine), CO (methanol). The product is FC1=CC=C(CN2C(C3=CC=CC(=C3C=C2)[N+](=O)[O-])=O)C=C1 (2-(4-Fluorobenzyl)-5-nitroisoquinolin-1(2H)-one). Reaction SMILES: [N+:1]([C:4]1[CH:13]=[CH:12][CH:11]=[C:10]2[C:5]=1[CH:6]=[CH:7]O[C:9]2=[O:14])([O-:3])=[O:2].[F:15][C:16]1[CH:21]=[CH:20][C:19]([CH2:22][NH2:23])=[CH:18][CH:17]=1.CO>>[F:15][C:16]1[CH:21]=[CH:20][C:19]([CH2:22][N:23]2[CH:7]=[CH:6][C:5]3[C:10](=[CH:11][CH:12]=[CH:13][C:4]=3[N+:1]([O-:3])=[O:2])[C:9]2=[O:14])=[CH:18][CH:17]=1. Procedure: 5-Nitro-isochromen-1-one (1 g, 0.005 mol) and 4-fluoro-benzene methanamine, (2 g, 0.02 mol) were refluxed in methanol (20 mL, 0.5 mol) for 2 hours. The volatiles were removed via rotovapor, and the residue was purified via flash column chromatography (40 g of silica gel, 0-50% EtOAc/Hexane) gave a bright yellow solid. MS m/z (M+H) 299.1 Starting materials: C, CCOC(=O)CC(=O)N1C(C(=O)OC(C)(C)C)CCCN1C(=O)OCc1ccccc1, CO, [Pd]. RXN SMILES: [C:34].[CH2:1]([CH3:2])[O:3][C:4](=[O:5])[CH2:6][C:7](=[O:8])[N:9]1[N:10]([C:22]([O:23][CH2:24][c:25]2[cH:26][cH:27][cH:28][cH:29][cH:30]2)=[O:31])[CH2:11][CH2:12][CH2:13][CH:14]1[C:15](=[O:16])[O:17][C:18]([CH3:19])([CH3:20])[CH3:21].[CH3:32][OH:33].[Pd:35]>>[CH2:1]([CH3:2])[O:3][C:4](=[O:5])[CH2:6][C:7](=[O:8])[N:9]1[NH:10][CH2:11][CH2:12][CH2:13][CH:14]1[C:15](=[O:16])[O:17][C:18]([CH3:19])([CH3:20])[CH3:21]. Yields the product CCOC(=O)CC(=O)N1NCCCC1C(=O)OC(C)(C)C. Starting materials: FC(C1=C(C=CC=C1)C(C(CC)[N+](=O)[O-])O)(F)F (1-(2-trifluoromethylphenyl)-2-nitro-butan-1-ol), C(=O)[O-].[NH4+] (ammonium formate). Reagents/catalysts: [Pd] (palladium on carbon). The solvent is C1CCOC1 (THF), CO (methanol), CCOCC (Et2O). Conditions: time 1.5 hour. Yields the product FC(C1=C(C=CC=C1)C(C(CC)N)O)(F)F (1-(2-trifluoromethylphenyl)-2-amino-butan-1-ol). RXN SMILES: [F:1][C:2]([F:18])([F:17])[C:3]1[CH:8]=[CH:7][CH:6]=[CH:5][C:4]=1[CH:9]([OH:16])[CH:10]([N+:13]([O-])=O)[CH2:11][CH3:12].C([O-])=O.[NH4+]>C1COCC1.CO.[Pd].CCOCC>[F:1][C:2]([F:17])([F:18])[C:3]1[CH:8]=[CH:7][CH:6]=[CH:5][C:4]=1[CH:9]([OH:16])[CH:10]([NH2:13])[CH2:11][CH3:12] |f:1.2|. Procedure details: To a solution of etythro 1-(2-trifluoromethylphenyl)-2-nitro-butan-1-ol (0.18 g, 0.00068 mole) in THF (5 mL) and methanol (5 mL) was added 10% palladium on carbon (50 mg) followed by ammonium formate (0.21 g, 5 equivalents). The resulting mixture was stirred at room temperature for 1.5 hour then diluted with Et2O, filtered and evaporated in vacuo. Flash column chromatography (SiO2, 2% MeOH in CHCl3) gave erythro 1-(2-trifluoromethylphenyl)-2-amino-butan-1-ol. (0.074 g, 47%), and some starting ma... Reactants: Nc1ccc(Br)cc1, CCOC(C)=O, O=S(=O)(Cl)CCCCl, ClCCl, c1ccncc1. The product is O=S(=O)(CCCCl)Nc1ccc(Br)cc1. As a reaction SMILES: [Br:1][c:2]1[cH:3][cH:4][c:5]([NH2:6])[cH:7][cH:8]1.[CH3:26][CH2:27][O:28][C:29](=[O:30])[CH3:31].[Cl:15][CH2:16][CH2:17][CH2:18][S:19](=[O:20])(=[O:21])[Cl:22].[Cl:23][CH2:24][Cl:25].[cH:9]1[cH:10][cH:11][n:12][cH:13][cH:14]1>>[Br:1][c:2]1[cH:3][cH:4][c:5]([NH:6][S:19]([CH2:18][CH2:17][CH2:16][Cl:15])(=[O:20])=[O:21])[cH:7][cH:8]1. Starting materials: ClCCl, CNc1cc(Cl)ncc1CO, O=[Mn]=O. Product: CNc1cc(Cl)ncc1C=O. As a reaction SMILES: [Cl:12][CH2:13][Cl:14].[Cl:1][c:2]1[cH:3][c:4]([NH:10][CH3:11])[c:5]([CH2:8][OH:9])[cH:6][n:7]1.[O:15]=[Mn:16]=[O:17]>>[Cl:1][c:2]1[cH:3][c:4]([NH:10][CH3:11])[c:5]([CH:8]=[O:9])[cH:6][n:7]1. Starting materials: CC(C)O, ClCCl, CC1(C)OCc2cc(C3CN(CCCCCCOCCOCc4cccc(N)c4)C(=O)O3)ccc2O1, O=C=Nc1ccc(-c2ccccc2)cc1. The product is CC1(C)OCc2cc(C3CN(CCCCCCOCCOCc4cccc(NC(=O)Nc5ccc(-c6ccccc6)cc5)c4)C(=O)O3)ccc2O1. As a reaction SMILES: [CH:52]([OH:53])([CH3:54])[CH3:55].[Cl:56][CH2:57][Cl:58].[NH2:1][c:2]1[cH:3][c:4]([CH2:5][O:6][CH2:7][CH2:8][O:9][CH2:10][CH2:11][CH2:12][CH2:13][CH2:14][CH2:15][N:16]2[C:17](=[O:33])[O:18][CH:19]([c:21]3[cH:22][c:23]4[c:24]([cH:31][cH:32]3)[O:25][C:26]([CH3:29])([CH3:30])[O:27][CH2:28]4)[CH2:20]2)[cH:34][cH:35][cH:36]1.[c:37]1(-[c:46]2[cH:47][cH:48][cH:49][cH:50][cH:51]2)[cH:38][cH:39][c:40]([N:43]=[C:44]=[O:45])[cH:41][cH:42]1>>[NH:1]([c:2]1[cH:3][c:4]([CH2:5][O:6][CH2:7][CH2:8][O:9][CH2:10][CH2:11][CH2:12][CH2:13][CH2:14][CH2:15][N:16]2[C:17](=[O:33])[O:18][CH:19]([c:21]3[cH:22][c:23]4[c:24]([cH:31][cH:32]3)[O:25][C:26]([CH3:29])([CH3:30])[O:27][CH2:28]4)[CH2:20]2)[cH:34][cH:35][cH:36]1)[C:44]([NH:43][c:40]1[cH:39][cH:38][c:37](-[c:46]2[cH:47][cH:48][cH:49][cH:50][cH:51]2)[cH:42][cH:41]1)=[O:45]. Reactants: C(=O)(OC(C)(C)C)N(C1CCC(CC1)NCC=1C=C(C=CC1OC)B(O)O)C (3-{[4-(BOC-methyl-amino)-cyclohexylamino]-methyl}-4-methoxy-benzene boronic acid), NC1=NC=C(C=C1)Br (2-amino-5-bromopyridine). Solvent: Cl (HCl). The product is NC1=CC=C(C=N1)C=1C=CC(=C(CNC2CCC(CC2)N(C(OC(C)(C)C)=O)C)C1)OC (tert-Butyl {4-[5-(6-amino-pyridin-3-yl)-2-methoxy-benzylamino]-cyclohexyl}-methyl-carbamate). RXN SMILES: [C:1]([N:8]([CH3:28])[CH:9]1[CH2:14][CH2:13][CH:12]([NH:15][CH2:16][C:17]2[CH:18]=[C:19](B(O)O)[CH:20]=[CH:21][C:22]=2[O:23][CH3:24])[CH2:11][CH2:10]1)([O:3][C:4]([CH3:7])([CH3:6])[CH3:5])=[O:2].[NH2:29][C:30]1[CH:35]=[CH:34][C:33](Br)=[CH:32][N:31]=1>Cl>[NH2:29][C:30]1[N:31]=[CH:32][C:33]([C:19]2[CH:20]=[CH:21][C:22]([O:23][CH3:24])=[C:17]([CH:18]=2)[CH2:16][NH:15][CH:12]2[CH2:13][CH2:14][CH:9]([N:8]([CH3:28])[C:1](=[O:2])[O:3][C:4]([CH3:7])([CH3:6])[CH3:5])[CH2:10][CH2:11]2)=[CH:34][CH:35]=1. Procedure: Boronic acid 4 (900 mg, 2.29 mmol) is coupled to 2-amino-5-bromopyridine (475 mg, 2.74 mmol) using Method A. On completion, the cooled reaction mixture is diluted with 1 M HCl (10 mL) and extracted with TBME (3×10 mL). The aqueous phase is then basified to pH 9 by careful addition of solid NaHCO3 and extracted into EtOAc (50 mL) and DCM (3×50 mL). The combined organic phases are dried over Na2SO4 and reduced in vacuo to yield the crude title product.